From a dataset of the Open Reaction Database (ORD), a public repository of structured organic reaction records. describe an organic reaction: reactants, conditions, products, and yield Reactants: [Al+3], [Al], O=CNc1c(-c2ccccc2)sc2ccccc12, ClCCl, [H-], [H-], [H-], [Li], [LiH], C1COCCO1, O. Yields the product CNc1c(-c2ccccc2)sc2ccccc12. RXN SMILES: [Al+3:23].[Al:20].[CH:1](=[O:2])[NH:3][c:4]1[c:5]2[c:6]([s:7][c:8]1-[c:9]1[cH:10][cH:11][cH:12][cH:13][cH:14]1)[cH:15][cH:16][cH:17][cH:18]2.[Cl:32][CH2:33][Cl:34].[H-:22].[H-:24].[H-:25].[Li:21].[LiH:19].[O:26]1[CH2:27][CH2:28][O:29][CH2:30][CH2:31]1.[OH2:35]>>[CH3:1][NH:3][c:4]1[c:5]2[c:6]([s:7][c:8]1-[c:9]1[cH:10][cH:11][cH:12][cH:13][cH:14]1)[cH:15][cH:16][cH:17][cH:18]2. The reactants are O=C([O-])[O-], CS(C)=O, Cl, O=[N+]([O-])c1ccc(F)cc1F, [K+], [K+], Cc1cc(O)n[nH]1. The product is Cc1cc(Oc2ccc([N+](=O)[O-])c(F)c2)n[nH]1. RXN SMILES: [C:1](=[O:2])([O-:3])[O-:4].[CH3:26][S:27]([CH3:28])=[O:29].[ClH:25].[F:7][c:8]1[c:9]([N+:15](=[O:16])[O-:17])[cH:10][cH:11][c:12]([F:14])[cH:13]1.[K+:5].[K+:6].[OH:18][c:19]1[n:20][nH:21][c:22]([CH3:24])[cH:23]1>>[F:7][c:8]1[c:9]([N+:15](=[O:16])[O-:17])[cH:10][cH:11][c:12]([O:18][c:19]2[n:20][nH:21][c:22]([CH3:24])[cH:23]2)[cH:13]1. The reactants are CSC1=CC=C(C#N)C=C1 (4-methylthiobenzonitrile), C(CCC)C1=CC=C(N)C=C1 (4-n-butylaniline). The product is C(CCC)C1=CC=C(C=C1)NC(=N)C1=CC=C(C=C1)SC (N-(4-Butylphenyl)-4-(methylthio)benzenecarboximidamide), 10. The yield is 63.7%. Reaction SMILES: [CH3:1][S:2][C:3]1[CH:10]=[CH:9][C:6]([C:7]#[N:8])=[CH:5][CH:4]=1.[CH2:11]([C:15]1[CH:21]=[CH:20][C:18]([NH2:19])=[CH:17][CH:16]=1)[CH2:12][CH2:13][CH3:14]>>[CH2:11]([C:15]1[CH:16]=[CH:17][C:18]([NH:19][C:7]([C:6]2[CH:9]=[CH:10][C:3]([S:2][CH3:1])=[CH:4][CH:5]=2)=[NH:8])=[CH:20][CH:21]=1)[CH2:12][CH2:13][CH3:14]. Procedure details: The title compound was prepared from 4-methylthiobenzonitrile (1 g, 6.7 mmol) and 4-n-butylaniline (1 g, 6.7 mmol) by following the procedure described in preparation 10 (1.27 g, yield 63.66%). 1H-NMR (CDCl3):δ 0.91-0.95 (t, 3H), 1.33-1.39 (m, 2H), 1.56-1.63 (m, 2H), 2.52 (s, 3H), 2.56-2.6 (m, 2H), 4.8 (bs, 2H, D2O exchangeable), 6.88-6.9 (d, 2H), 7.15-7.17 (d, 2H), 7.27-7.29 (m, 2H), 7.79-7.81 (d, 2H). MS m/z:299.3 (M+). The reactants are C=1C=CC2=C(C1)N=NN2O (HOBT), C(C1=CC=CC=C1)OC(=O)N[C@H](C(=O)O)CNC(=O)OC(C)(C)C ((S)-2-(benzyloxycarbonylamino)-3-(tert-butoxycarbonylamino)propanoic acid), Cl.N1[C@H](CCCC1)C(=O)OC ((R)-methyl piperidine-2-carboxylate HCl salt), C(CCl)Cl (EDC), TEA. Run in O (water), C(Cl)Cl (DCM). Reaction conditions: time 6 hour. Product: C(C1=CC=CC=C1)OC(=O)N[C@H](C(=O)N1[C@H](CCCC1)C(=O)OC)CNC(=O)OC(C)(C)C ((R)-methyl 1-((S)-2-(benzyloxycarbonylamino)-3-(tert-butoxycarbonylamino)propanoyl)piperidine-2-carboxylate). The yield is 69.7%. Reaction SMILES: [CH2:1]([O:8][C:9]([NH:11][C@@H:12]([CH2:16][NH:17][C:18]([O:20][C:21]([CH3:24])([CH3:23])[CH3:22])=[O:19])[C:13]([OH:15])=O)=[O:10])[C:2]1[CH:7]=[CH:6][CH:5]=[CH:4][CH:3]=1.Cl.[NH:26]1[CH2:31][CH2:30][CH2:29][CH2:28][C@@H:27]1[C:32]([O:34][CH3:35])=[O:33].C(Cl)CCl.C1C=CC2N(O)N=NC=2C=1>C(Cl)Cl.O>[CH2:1]([O:8][C:9]([NH:11][C@@H:12]([CH2:16][NH:17][C:18]([O:20][C:21]([CH3:24])([CH3:23])[CH3:22])=[O:19])[C:13]([N:26]1[CH2:31][CH2:30][CH2:29][CH2:28][C@@H:27]1[C:32]([O:34][CH3:35])=[O:33])=[O:15])=[O:10])[C:2]1[CH:3]=[CH:4][CH:5]=[CH:6][CH:7]=1 |f:1.2|. Procedure details: To a suspension of (S)-2-(benzyloxycarbonylamino)-3-(tert-butoxycarbonylamino)propanoic acid (2.26 g, 6.68 mmol) in DCM (50 mL) was added (R)-methyl piperidine-2-carboxylate HCl salt (1.00 g, 5.57 mmol), followed by EDC (1.60 g, 8.35 mmol), HOBT (1.71 g, 11.1 mmol), and TEA (2.33 mL, 16.7 mmol). The reaction mixture was stirred at rt for 6 hr. The reaction mixture was diluted with water and extracted with EtOAc (2×30 mL). The combined EtOAc layers were washed with water and saturated aqueous NaC... Reactants: CCCCO, CCC(C)N, Nc1nc(Cl)nc2c1ncn2Cc1ccccc1, [Na+], [OH-]. Product: CCC(C)Nc1nc(N)c2ncn(Cc3ccccc3)c2n1. Reaction SMILES: [CH2:26]([OH:27])[CH2:28][CH2:29][CH3:30].[CH:19]([CH3:20])([CH2:21][CH3:22])[NH2:23].[NH2:1][c:2]1[c:3]2[n:4][cH:5][n:6]([CH2:12][c:13]3[cH:14][cH:15][cH:16][cH:17][cH:18]3)[c:7]2[n:8][c:9]([Cl:11])[n:10]1.[Na+:25].[OH-:24]>>[NH2:1][c:2]1[c:3]2[n:4][cH:5][n:6]([CH2:12][c:13]3[cH:14][cH:15][cH:16][cH:17][cH:18]3)[c:7]2[n:8][c:9]([NH:23][CH:19]([CH3:20])[CH2:21][CH3:22])[n:10]1. Starting materials: Cl(=O)[O-].[Na+] (Sodium chlorite), C(C)(C)(C)O (tert-butyl alcohol), ClC1=C(C=C(C=O)C=C1)F (4-chloro-3-fluorobenzaldehyde), S(O)(=O)(=O)N (amidosulfuric acid). Run in C(C)(=O)OCC (ethyl acetate), O (water). Run at time 4 day. Yields the product ClC1=C(C=C(C(=O)O)C=C1)F (4-Chloro-3-fluorobenzoic acid). Yield: 101.7%. RXN SMILES: Cl([O-])=O.[Na+].[Cl:5][C:6]1[CH:13]=[CH:12][C:9]([CH:10]=[O:11])=[CH:8][C:7]=1[F:14].S(N)(=O)(=O)[OH:16].C(O)(C)(C)C>C(OCC)(=O)C.O>[Cl:5][C:6]1[CH:13]=[CH:12][C:9]([C:10]([OH:16])=[O:11])=[CH:8][C:7]=1[F:14] |f:0.1|. Procedure: Sodium chlorite (17 g) was added portionwise to a mixture solution composed of 4-chloro-3-fluorobenzaldehyde (10 g), amidosulfuric acid (18 g), tert-butyl alcohol (50 ml) and water (50 ml) under ice cooling, and the mixture was stirred for 4 days while the temperature of the system was gradually raised to room temperature. The reaction mixture was diluted with ethyl acetate and washed with water, 1N hydrochloric acid and saturated aqueous solution of sodium chloride. After the resultant organic ... Starting materials: CN1N=CC(=C1)N(S(=O)(=O)C1=CC2=C(N(C(=N2)CNC2=CC=C(C=C2)C#N)C)C=C1)CCC(=O)OCC (1-methyl-2-[N-(4-cyanophenyl)aminomethyl]benzimidazol-5-yl-sulfonic acid-N-(1-methylpyrazol-4-yl)-N-(2-ethoxycarbonylethyl)amide), Cl (hydrochloric acid), C(C)O (ethanol), C([O-])([O-])=O.[NH4+].[NH4+] (ammonium carbonate), C25H30N8O4S. Solvent: ClCCl.C(C)O (dichloromethane ethanol). Yields the product Cl.CN1N=CC(=C1)N(S(=O)(=O)C1=CC2=C(N(C(=N2)CNC2=CC=C(C=C2)C(N)=N)C)C=C1)CCC(=O)OCC (1-Methyl-2-[N-(4-amidinophenyl)aminomethyl]benzimidazol-5-yl-sulfonic acid-N-(1-methylpyrazol-4-yl)-N-(2-ethoxycarbonylethyl)amide hydrochloride). Yield: 38.0%. RXN SMILES: [CH3:1][N:2]1[CH:6]=[C:5]([N:7]([CH2:31][CH2:32][C:33]([O:35][CH2:36][CH3:37])=[O:34])[S:8]([C:11]2[CH:30]=[CH:29][C:14]3[N:15]([CH3:28])[C:16]([CH2:18][NH:19][C:20]4[CH:25]=[CH:24][C:23]([C:26]#[N:27])=[CH:22][CH:21]=4)=[N:17][C:13]=3[CH:12]=2)(=[O:10])=[O:9])[CH:4]=[N:3]1.[ClH:38].C(O)C.C(=O)([O-])[O-].[NH4+:46].[NH4+]>ClCCl.C(O)C>[ClH:38].[CH3:1][N:2]1[CH:6]=[C:5]([N:7]([CH2:31][CH2:32][C:33]([O:35][CH2:36][CH3:37])=[O:34])[S:8]([C:11]2[CH:30]=[CH:29][C:14]3[N:15]([CH3:28])[C:16]([CH2:18][NH:19][C:20]4[CH:21]=[CH:22][C:23]([C:26](=[NH:46])[NH2:27])=[CH:24][CH:25]=4)=[N:17][C:13]=3[CH:12]=2)(=[O:9])=[O:10])[CH:4]=[N:3]1 |f:3.4.5,6.7,8.9|. Reported procedure: Prepared analogously to Example 25d from 1-methyl-2-[N-(4-cyanophenyl)aminomethyl]benzimidazol-5-yl-sulfonic acid-N-(1-methylpyrazol-4-yl)-N-(2-ethoxycarbonylethyl)amide, ethanolic hydrochloric acid, ethanol, and ammonium carbonate. Yield: 38% of theory, C25H30N8O4S (538.6); Rf value: 0.09 (silica gel; dichloromethane/ethanol=9:1); EKA mass spectrum: (M+H)+=539.